From a dataset of the Open Reaction Database (ORD), a public repository of structured organic reaction records. describe an organic reaction: reactants, conditions, products, and yield Starting materials: C1CCNCC1, C1CCOC1, CCN(CCO)c1ccc(N=Nc2nc(Cl)c(C=C3C(=O)c4ccccc4C3=O)s2)cc1. Product: CCN(CCO)c1ccc(N=Nc2nc(N3CCCCC3)c(C=C3C(=O)c4ccccc4C3=O)s2)cc1. RXN SMILES: [CH2:33]1[CH2:34][CH2:35][NH:36][CH2:37][CH2:38]1.[CH2:39]1[O:40][CH2:41][CH2:42][CH2:43]1.[Cl:1][c:2]1[n:3][c:4]([N:19]=[N:20][c:21]2[cH:22][cH:23][c:24]([N:27]([CH2:28][CH2:29][OH:30])[CH2:31][CH3:32])[cH:25][cH:26]2)[s:5][c:6]1[CH:7]=[C:8]1[C:9](=[O:18])[c:10]2[cH:11][cH:12][cH:13][cH:14][c:15]2[C:16]1=[O:17]>>[c:2]1([N:36]2[CH2:35][CH2:34][CH2:33][CH2:38][CH2:37]2)[n:3][c:4]([N:19]=[N:20][c:21]2[cH:22][cH:23][c:24]([N:27]([CH2:28][CH2:29][OH:30])[CH2:31][CH3:32])[cH:25][cH:26]2)[s:5][c:6]1[CH:7]=[C:8]1[C:9](=[O:18])[c:10]2[cH:11][cH:12][cH:13][cH:14][c:15]2[C:16]1=[O:17]. Reactants: CN, [Na+], [OH-], Cc1ccc(S(=O)(=O)OCC2CCc3ccc(S(=O)(=O)c4ccccc4)cc3O2)cc1. Yields the product CNCC1CCc2ccc(S(=O)(=O)c3ccccc3)cc2O1. As a reaction SMILES: [CH3:32][NH2:33].[Na+:35].[OH-:34].[c:1]1([S:7](=[O:8])(=[O:9])[c:10]2[cH:11][cH:12][c:13]3[c:18]([cH:19]2)[O:17][CH:16]([CH2:20][O:21][S:22]([c:23]2[cH:24][cH:25][c:26]([CH3:27])[cH:28][cH:29]2)(=[O:30])=[O:31])[CH2:15][CH2:14]3)[cH:2][cH:3][cH:4][cH:5][cH:6]1>>[c:1]1([S:7](=[O:8])(=[O:9])[c:10]2[cH:11][cH:12][c:13]3[c:18]([cH:19]2)[O:17][CH:16]([CH2:20][NH:33][CH3:32])[CH2:15][CH2:14]3)[cH:2][cH:3][cH:4][cH:5][cH:6]1. Solvent: CN(C)C=O (DMF), CN(C)C=O (DMF), CN(C)C=O (DMF). Isolated yield 52.6%. Run at temperature 0 celsius, time 15 minute. Procedure details: N-tert-butoxycarbonyl α,α-dimethylglycine 1 (3.20 g, 15.7 mmol) and α,α-dimethylglycyl α,α-dimethylglycine methyl ester trifluoroacetate 5 (4.98 g, 15.7 mmol) were dissolved in DMF (40 mL). N,N-Diisopropylethylamine (2.06 g, 15.9 mmol) and HOBt hydrate (2.41 g, 15.7 mmol) were added together with more DMF (10 mL). The solution was cooled to 0° C. (ice bath) and EDC hydrochloride (3.32 g, 17.3 mmol) added in portions together with additional DMF (10 mL). The reaction mixture was stirred for 15 mi... Product: COC(C(NC(C(NC(C(NC(=O)OC(C)(C)C)(C)C)=O)(C)C)=O)(C)C)=O (N-Tert-Butoxycarbonyl α,α-Dimethylglycyl α,α-Dimethylglycyl α,α-Dimethylglycine Methyl Ester). Reactants: CCN=C=NCCCN(C)C.Cl (EDC hydrochloride), C(C)(C)N(C(C)C)CC (N,N-Diisopropylethylamine), C1=CC=C2C(=C1)N=NN2O.O (HOBt hydrate), C(C)(C)(C)OC(=O)NC(C(=O)O)(C)C (N-tert-butoxycarbonyl α,α-dimethylglycine), FC(C(=O)O)(F)F.COC(C(NC(C(N)(C)C)=O)(C)C)=O (α,α-Dimethylglycyl α,α-Dimethylglycine Methyl Ester Trifluoroacetate). As a reaction SMILES: [C:1]([O:5][C:6]([NH:8][C:9]([CH3:14])([CH3:13])[C:10]([OH:12])=O)=[O:7])([CH3:4])([CH3:3])[CH3:2].FC(F)(F)C(O)=O.[CH3:22][O:23][C:24](=[O:35])[C:25]([CH3:34])([CH3:33])[NH:26][C:27](=[O:32])[C:28]([CH3:31])([CH3:30])[NH2:29].C(N(CC)C(C)C)(C)C.C1C=C2N=NN(O)C2=CC=1.O.CCN=C=NCCCN(C)C.Cl>CN(C=O)C>[CH3:22][O:23][C:24](=[O:35])[C:25]([CH3:34])([CH3:33])[NH:26][C:27](=[O:32])[C:28]([CH3:31])([CH3:30])[NH:29][C:10](=[O:12])[C:9]([CH3:14])([CH3:13])[NH:8][C:6]([O:5][C:1]([CH3:2])([CH3:3])[CH3:4])=[O:7] |f:1.2,4.5,6.7|. Procedure details: The title compound, MS m/e (%): 430 (M—H−, 100), was prepared in accordance with the general method of example 1 from 3-benzenesulfonylmethyl-5-furan-2-yl-1H-[1,2,4]triazole and 4-(2-cyano-vinyl)-N-phenyl-benzenesulfonamide Reactants: C1(=CC=CC=C1)S(=O)(=O)CC1=NNC(=N1)C=1OC=CC1 (3-benzenesulfonylmethyl-5-furan-2-yl-1H-[1,2,4]triazole), C(#N)C=CC1=CC=C(C=C1)S(=O)(=O)NC1=CC=CC=C1 (4-(2-cyano-vinyl)-N-phenyl-benzenesulfonamide). As a reaction SMILES: C1(S([CH2:10][C:11]2[N:15]=[C:14]([C:16]3[O:17][CH:18]=[CH:19][CH:20]=3)[NH:13][N:12]=2)(=O)=O)C=CC=CC=1.[C:21]([CH:23]=[CH:24][C:25]1[CH:30]=[CH:29][C:28]([S:31]([NH:34][C:35]2[CH:40]=[CH:39][CH:38]=[CH:37][CH:36]=2)(=[O:33])=[O:32])=[CH:27][CH:26]=1)#[N:22]>>[NH2:22][C:21]1[N:12]2[N:13]=[C:14]([C:16]3[O:17][CH:18]=[CH:19][CH:20]=3)[N:15]=[C:11]2[CH:10]=[C:24]([C:25]2[CH:26]=[CH:27][C:28]([S:31]([NH:34][C:35]3[CH:36]=[CH:37][CH:38]=[CH:39][CH:40]=3)(=[O:33])=[O:32])=[CH:29][CH:30]=2)[CH:23]=1. The product is NC1=CC(=CC=2N1N=C(N2)C=2OC=CC2)C2=CC=C(C=C2)S(=O)(=O)NC2=CC=CC=C2 (4-(5-Amino-2-furan-2-yl-[1,2,4]triazolo[1,5-a]pyridin-7-yl)-N-phenyl-benzene-sulfonamide). The reactants are ClC=1C=CC(=C(C(=O)NC2=CC(=CC(=C2)C(F)(F)F)C(F)(F)F)C1)O (5-chloro-2-hydroxy-N-[3,5-bis(trifluoromethyl)phenyl]benzamide), ClCOC(=O)N(CC(=O)OCC)CC(=O)OCC (diethyl N-[(chloromethoxy)carbonyl]iminodiacetate), raw materials. Yields the product C(C)OC(=O)CN(C(=O)OCOC1=C(C(=O)NC2=CC(=CC(=C2)C(F)(F)F)C(F)(F)F)C=C(C=C1)Cl)CC(=O)OCC (2-({N,N-bis[(ethoxycarbonyl)methyl]carbamoyl}oxy)methoxy-5-chloro-N-[3,5-bis(trifluoromethyl)phenyl]benzamide). Yield: 38.6%. Reaction SMILES: [Cl:1][C:2]1[CH:3]=[CH:4][C:5]([OH:25])=[C:6]([CH:24]=1)[C:7]([NH:9][C:10]1[CH:15]=[C:14]([C:16]([F:19])([F:18])[F:17])[CH:13]=[C:12]([C:20]([F:23])([F:22])[F:21])[CH:11]=1)=[O:8].Cl[CH2:27][O:28][C:29]([N:31]([CH2:38][C:39]([O:41][CH2:42][CH3:43])=[O:40])[CH2:32][C:33]([O:35][CH2:36][CH3:37])=[O:34])=[O:30]>>[CH2:36]([O:35][C:33]([CH2:32][N:31]([CH2:38][C:39]([O:41][CH2:42][CH3:43])=[O:40])[C:29]([O:28][CH2:27][O:25][C:5]1[CH:4]=[CH:3][C:2]([Cl:1])=[CH:24][C:6]=1[C:7]([NH:9][C:10]1[CH:15]=[C:14]([C:16]([F:19])([F:18])[F:17])[CH:13]=[C:12]([C:20]([F:21])([F:22])[F:23])[CH:11]=1)=[O:8])=[O:30])=[O:34])[CH3:37]. Procedure details: Using 5-chloro-2-hydroxy-N-[3,5-bis(trifluoromethyl)phenyl]benzamide 1 sodium salt (compound of Example 43(1)) and diethyl N-[(chloromethoxy)carbonyl]iminodiacetate as the raw materials, the same operation as the Example 98 gave the title compound. Procedure details: According to the procedure in Example 385F, the title compound was prepared using 4-(4-tert-butoxycarbonylamino-phenylsulfanyl)-3-(7-isopropyl-pyrido[2,3-d]pyrimidin-4-ylamino)-benzoic acid (prepared in Example 385E) and o-methylbenzylamine. RXN SMILES: [C:1]([O:5][C:6]([NH:8][C:9]1[CH:14]=[CH:13][C:12]([S:15][C:16]2[CH:24]=[CH:23][C:19]([C:20](O)=[O:21])=[CH:18][C:17]=2[NH:25][C:26]2[C:27]3[CH:35]=[CH:34][C:33]([CH:36]([CH3:38])[CH3:37])=[N:32][C:28]=3[N:29]=[CH:30][N:31]=2)=[CH:11][CH:10]=1)=[O:7])([CH3:4])([CH3:3])[CH3:2].[CH3:39][C:40]1[CH:47]=[CH:46][CH:45]=[CH:44][C:41]=1[CH2:42][NH2:43]>>[C:1]([O:5][C:6](=[O:7])[NH:8][C:9]1[CH:14]=[CH:13][C:12]([S:15][C:16]2[CH:24]=[CH:23][C:19]([C:20](=[O:21])[NH:43][CH2:42][C:41]3[CH:44]=[CH:45][CH:46]=[CH:47][C:40]=3[CH3:39])=[CH:18][C:17]=2[NH:25][C:26]2[C:27]3[CH:35]=[CH:34][C:33]([CH:36]([CH3:38])[CH3:37])=[N:32][C:28]=3[N:29]=[CH:30][N:31]=2)=[CH:11][CH:10]=1)([CH3:4])([CH3:3])[CH3:2]. The reactants are C(C)(C)(C)OC(=O)NC1=CC=C(C=C1)SC1=C(C=C(C(=O)O)C=C1)NC=1C2=C(N=CN1)N=C(C=C2)C(C)C (4-(4-tert-Butoxycarbonylamino-phenylsulfanyl)-3-(7-isopropyl-pyrido[2,3-d]pyrimidin-4-ylamino)-benzoic acid), CC1=C(CN)C=CC=C1 (o-methylbenzylamine). Yields the product C(C)(C)(C)OC(NC1=CC=C(C=C1)SC1=C(C=C(C=C1)C(NCC1=C(C=CC=C1)C)=O)NC=1C2=C(N=CN1)N=C(C=C2)C(C)C)=O ({4-[2-(7-Isopropyl-pyrido[2,3-d]pyrimidin-4-ylamino)-4-(2-methyl-benzylcarbamoyl)-phenylsulfanyl]-phenyl}-carbamic acid tert-butyl ester). The product is CC(C)(C)C=1C=C(C=C(C1)C(C)(C)C)S[C@H]1[C@@H](CCCC1)O (trans-2-[[3,5-bis(1,1-dimethylethyl)phenyl]thio]cyclohexanol). Procedure details: 3,5-Bis(1,1-dimethylethyl)benzenethiol (Example 2) (5.0 g, 0.0225 moles) was added to freshly prepared sodium ethoxide (0.0230 moles) in absolute ethyl alcohol (50 ml). After stirring for 1 hour, cyclohexene oxide (2.2 g; 0.0225 moles) was added by syringe over 5 minutes, and the reaction mixture was stirred for 60 hours at room temperature. Water (100 ml) was added, and the reaction mixture was extracted twice with 75 ml of ethyl acetate. The combined ethyl acetate extracts were washed with bri... Reactants: O (Water), CC(C)(C)C=1C=C(C=C(C1)C(C)(C)C)S (3,5-Bis(1,1-dimethylethyl)benzenethiol), [O-]CC.[Na+] (sodium ethoxide), C12C(CCCC1)O2 (cyclohexene oxide). The solvent is C(C)O (ethyl alcohol). Reaction SMILES: [CH3:1][C:2]([C:5]1[CH:6]=[C:7]([SH:15])[CH:8]=[C:9]([C:11]([CH3:14])([CH3:13])[CH3:12])[CH:10]=1)([CH3:4])[CH3:3].[O-]CC.[Na+].[CH:20]12[O:26][CH:21]1[CH2:22][CH2:23][CH2:24][CH2:25]2.O>C(O)C>[CH3:4][C:2]([C:5]1[CH:6]=[C:7]([S:15][C@@H:20]2[CH2:25][CH2:24][CH2:23][CH2:22][C@H:21]2[OH:26])[CH:8]=[C:9]([C:11]([CH3:14])([CH3:13])[CH3:12])[CH:10]=1)([CH3:1])[CH3:3] |f:1.2|. Run at time 1 hour. Reagents/catalysts: C([O-])([O-])=O.[Na+].[Na+] (sodium carbonate). The solvent is C(Cl)(Cl)Cl (chloroform). The yield is 85.7%. The product is BrC(C)(C(C(C)C)=O)C (2-bromo-2,4-dimethyl-3-pentanone). Procedure: 2,4-dimethyl-3-pentanone (330 g, 2.89M) in chloroform (800 ml) was cooled in an ice water bath to 10° C. and bromine (462 g, 2.89M) was added slowly over 3 hours. After the addition, a slow stream of nitrogen was introduced to the mixture and HBr gas was slowly evolved from the flask. The nitrogen was left bubbling over a weekend to remove all of the HBr produced and then sodium carbonate (5 g) was added. The reaction mixture was then filtered through Celite and the chloroform removed using a ro... As a reaction SMILES: [CH3:1][CH:2]([C:4](=[O:8])[CH:5]([CH3:7])[CH3:6])[CH3:3].[Br:9]Br.Br>C(Cl)(Cl)Cl.C(=O)([O-])[O-].[Na+].[Na+]>[Br:9][C:2]([CH3:3])([C:4](=[O:8])[CH:5]([CH3:7])[CH3:6])[CH3:1] |f:4.5.6|. Reactants: BrBr (bromine), CC(C)C(C(C)C)=O (2,4-dimethyl-3-pentanone), Br (HBr). Reactants: C1(=CC=CC=C1)[C@H]1OCC[C@@H](O1)CO ((R)-2-phenyl-(S)-4-hydroxymethyl-1,3-dioxane), C(CCCCCCCCCCCCCCC)Br (hexadecyl bromide), [H-].[Na+] (NaH). Reagents/catalysts: [I-].C(CCC)[N+](CCCC)(CCCC)CCCC (tetrabutylammonium iodide). Solvent: C1CCOC1 (THF), C1CCOC1 (THF). Run at time 30 minute. Product: C1(=CC=CC=C1)[C@H]1OCC[C@@H](O1)COCCCCCCCCCCCCCCCC ((R)-2-Phenyl-(S)-4-hexadecyloxymethyl-1,3dioxane). Yield: 48.7%. Reaction SMILES: [H-].[Na+].[C:3]1([C@@H:9]2[O:14][C@@H:13]([CH2:15][OH:16])[CH2:12][CH2:11][O:10]2)[CH:8]=[CH:7][CH:6]=[CH:5][CH:4]=1.[CH2:17](Br)[CH2:18][CH2:19][CH2:20][CH2:21][CH2:22][CH2:23][CH2:24][CH2:25][CH2:26][CH2:27][CH2:28][CH2:29][CH2:30][CH2:31][CH3:32]>C1COCC1.[I-].C([N+](CCCC)(CCCC)CCCC)CCC>[C:3]1([C@@H:9]2[O:14][C@@H:13]([CH2:15][O:16][CH2:32][CH2:31][CH2:30][CH2:29][CH2:28][CH2:27][CH2:26][CH2:25][CH2:24][CH2:23][CH2:22][CH2:21][CH2:20][CH2:19][CH2:18][CH3:17])[CH2:12][CH2:11][O:10]2)[CH:4]=[CH:5][CH:6]=[CH:7][CH:8]=1 |f:0.1,5.6|. Reported procedure: To a suspension of NaH (3 g, 60% in mineral oil) in 30 mL of dry THF was added a solution of (R)-2-phenyl-(S)-4-hydroxymethyl-1,3-dioxane (1.47 g, 7.6 mmol) in 10 mL of THF at 0° C. After 30 min, hexadecyl bromide (3 mL, 9.88 mmol) and tetrabutylammonium iodide (0.28 g, 0.76 mmol) were added. After the mixture was stirred overnight, the reaction was quenched by addition of 5 mL of MeOH. The solvent was removed under reduced pressure, and ether and water were added. The product was extracted with...